Dataset: the Open Reaction Database (ORD), a public repository of structured organic reaction records. Task: describe an organic reaction: reactants, conditions, products, and yield Reaction SMILES: [OH:1][CH2:2][CH2:3][O:4][C:5]1[CH:10]=[CH:9][CH:8]=[CH:7][C:6]=1[OH:11].[CH3:12][C:13](C)=[O:14].C(=O)([O-])[O-].[K+].[K+].C(OC(=O)C)(=O)C>C(Cl)Cl.CO>[C:13]([O:11][C:6]1[CH:7]=[CH:8][CH:9]=[CH:10][C:5]=1[O:4][CH2:3][CH2:2][OH:1])(=[O:14])[CH3:12] |f:2.3.4,6.7|. Starting materials: OCCOC1=C(C=CC=C1)O (2-(2-Hydroxyethoxy)phenol), C(C)(=O)OC(C)=O (Acetic anhydride), CC(=O)C (acetone), C([O-])([O-])=O.[K+].[K+] (potassium carbonate). Procedure details: 2-(2-Hydroxyethoxy)phenol (308 g; 2 mol) was taken up in a 5 L Erlnmeyer flask fitted with mechanical stirrer. Anhydrous acetone (4 L, dried over K2CO3), and potassium carbonate powder (290 g; 2.1 mol) were added, and the mixture was stirred vigourously. Acetic anhydride (207 mL; 2.2 mol) was added from an additional funnel slowly over a period of 1 hour. Stiiring was continued for 3 hours. TLC (CH2Cl2/MeOH : 9:1, v/v) showed disapperence of starting material. The reaction mixture was filtered, ... Conditions: time 3 hour. Solvent: C(Cl)Cl.CO (CH2Cl2 MeOH). Product: C(C)(=O)OC1=C(OCCO)C=CC=C1 (2-Acetoxyphenoxyethyl Alcohol). Reactants: N#CBr (cyanogen bromide), ClC1=NC2=CC=CC=C2C(=C1N)N[C@@H](C)C1=CC=CC=C1 (2-chloro-N4-[(1S)-1-phenylethyl]quinoline-3,4-diamine), N#CBr (Cyanogen bromide), N#CBr (cyanogen bromide), N#CBr (cyanogen bromide). Solvent: C(C)O (ethanol). Conditions: temperature 80 celsius, time 8 hour. Product: Br.ClC1=NC=2C=CC=CC2C2=C1N=C(N2[C@@H](C)C2=CC=CC=C2)N (4-chloro-1-[(1S)-1-phenylethyl]-1H-imidazo[4,5-c]quinolin-2-amine hydrobromide). Isolated yield 53.3%. Reaction SMILES: [Cl:1][C:2]1[C:11]([NH2:12])=[C:10]([NH:13][C@H:14]([C:16]2[CH:21]=[CH:20][CH:19]=[CH:18][CH:17]=2)[CH3:15])[C:9]2[C:4](=[CH:5][CH:6]=[CH:7][CH:8]=2)[N:3]=1.[N:22]#[C:23][Br:24]>C(O)C>[BrH:24].[Cl:1][C:2]1[C:11]2[N:12]=[C:23]([NH2:22])[N:13]([C@H:14]([C:16]3[CH:21]=[CH:20][CH:19]=[CH:18][CH:17]=3)[CH3:15])[C:10]=2[C:9]2[CH:8]=[CH:7][CH:6]=[CH:5][C:4]=2[N:3]=1 |f:3.4|. Procedure details: A solution of 2-chloro-N4-[(1S)-1-phenylethyl]quinoline-3,4-diamine (13.0 g, 43.7 mmol) in ethanol (100 mL) was heated to 80° C. for 30 minutes. Cyanogen bromide (4.6 g, 44 mmol) was added, and the dark solution was heated at 80° C. for one hour. An analysis by LC/MS indicated the presence of starting material. Additional cyanogen bromide (4.6 g, 44 mmol) was added, and the reaction was stirred overnight at 80° C. The reaction was still incomplete, and additional cyanogen bromide (4.6 g, 44 mmol...